From a dataset of the Open Reaction Database (ORD), a public repository of structured organic reaction records. describe an organic reaction: reactants, conditions, products, and yield Reactants: BrC=1C=NC=C(C1)O (3-bromo-5-hydroxypyridine), C([O-])([O-])=O.[K+].[K+] (potassium carbonate), COCCBr (2-bromoethyl methyl ether). Run in CN(C)C=O (DMF). Reaction conditions: temperature 80 celsius, time 2 hour. Yields the product BrC=1C=NC=C(C1)OCCOC (3-Bromo-5-(2-methoxy-ethoxy)-pyridine). As a reaction SMILES: [Br:1][C:2]1[CH:3]=[N:4][CH:5]=[C:6]([OH:8])[CH:7]=1.C(=O)([O-])[O-].[K+].[K+].[CH3:15][O:16][CH2:17][CH2:18]Br>CN(C=O)C>[Br:1][C:2]1[CH:3]=[N:4][CH:5]=[C:6]([O:8][CH2:18][CH2:17][O:16][CH3:15])[CH:7]=1 |f:1.2.3|. Procedure details: A mixture of 3-bromo-5-hydroxypyridine (Aldrich, Buchs, Switzerland, 611 mg, 3.51 mmol), potassium carbonate (971 mg, 7.02 mmol) and 2-bromoethyl methyl ether (537 mg, 3.86 mmol) in 30 ml DMF was stirred for 14 h at rt and for 2 h at 80° C. The reaction mixture was quenched with water and extracted with EtOAc (2×). The organic layers were washed with brine (3×), dried over Na2SO4, filtered and evaporated. The residue was purified by flash chromatography (dichloromethane/MeOH 0% to 3%) to give th...